Task: describe an organic reaction: reactants, conditions, products, and yield. Dataset: the Open Reaction Database (ORD), a public repository of structured organic reaction records Reactants: O=P12OP3(=O)OP(=O)(O1)OP(=O)(O2)O3 (phosphorus pentoxide), CS(=O)(=O)O (methanesulfonic acid), ClC1=C(C=CC(=C1)C)C=1C(=CC=CC1)C(=O)O (2′-chloro-4′-methyl-biphenyl-2-carboxylic acid). The solvent is O (water). Conditions: temperature 80 celsius, time 2 hour. Product: ClC1=CC(=CC=2C(C3=CC=CC=C3C12)=O)C (4-chloro-2-methyl-fluoren-9-one). Isolated yield 98.8%. As a reaction SMILES: O=P12OP3(OP(OP(O3)(O1)=O)(=O)O2)=O.CS(O)(=O)=O.[Cl:20][C:21]1[CH:26]=[C:25]([CH3:27])[CH:24]=[CH:23][C:22]=1[C:28]1[C:29]([C:34]([OH:36])=O)=[CH:30][CH:31]=[CH:32][CH:33]=1>O>[Cl:20][C:21]1[C:22]2[C:28]3[C:29](=[CH:30][CH:31]=[CH:32][CH:33]=3)[C:34](=[O:36])[C:23]=2[CH:24]=[C:25]([CH3:27])[CH:26]=1. Procedure details: To a mixture of phosphorus pentoxide (150 g) and methanesulfonic acid (1500 ml) was added 2′-chloro-4′-methyl-biphenyl-2-carboxylic acid (153 g), and the mixture was stirred at 80° C. for 2 hr. The reaction mixture was cooled to 0° C. While keeping the temperature of the reaction mixture at 90° C. or below, water (1500 ml) was added dropwise, and the mixture was further stirred at room temperature for 2 hr. This suspension was filtered, and the obtained solid was washed with water (1000 ml). The... Run at temperature 0 celsius, time 30 minute. The reactants are CC(CCN)(C)C (3,3-dimethylbutan-1-amine), CCN(C(C)C)C(C)C (DIPEA), CN(C)C(=[N+](C)C)ON1C2=C(C=CC=C2)N=N1.[B-](F)(F)(F)F (TBTU), SC1=C(C(=O)O)C=CC=N1 (2-mercapto-nicotinic acid). The product is CC(CCNC(C1=C(N=CC=C1)S)=O)(C)C (N-(3,3-dimethylbutyl)-2-mercapto-nicotinamide). Procedure details: 5.84 ml (33.8 mmol) of DIPEA and 4.66 g (14.5 mmol) of TBTU were added at 0° C. to a solution of 1.50 g (9.7 mmol) of 2-mercapto-nicotinic acid in DMF (30 ml). After stirring for 30 min at 0° C., 1.6 ml (11.6 mmol) of 3,3-dimethylbutan-1-amine were added and then the mixture was stirred for 16 h at RT. Dilution with water (100 ml) and extraction with EA (2×100 ml) were then carried out. The combined organic phases were washed with water and brine, dried over Na2SO4, filtered and concentrated in ... Isolated yield 60.8%. Run in CCCCCC.CC(=O)C (hexane acetone), CN(C)C=O (DMF). RXN SMILES: CCN(C(C)C)C(C)C.CN(C(ON1N=NC2C=CC=CC1=2)=[N+](C)C)C.[B-](F)(F)(F)F.[SH:32][C:33]1[N:41]=[CH:40][CH:39]=[CH:38][C:34]=1[C:35]([OH:37])=O.[CH3:42][C:43]([CH3:48])([CH3:47])[CH2:44][CH2:45][NH2:46]>CN(C=O)C.CCCCCC.CC(C)=O>[CH3:42][C:43]([CH3:48])([CH3:47])[CH2:44][CH2:45][NH:46][C:35](=[O:37])[C:34]1[CH:38]=[CH:39][CH:40]=[N:41][C:33]=1[SH:32] |f:1.2,6.7|.